Dataset: the Open Reaction Database (ORD), a public repository of structured organic reaction records. Task: describe an organic reaction: reactants, conditions, products, and yield The reactants are O=C([O-])[O-], C=CCBr, CC#N, [K+], [K+], COCOc1cc(O)c(C(=O)OC)cc1C(C)C. Product: C=CCOc1cc(OCOC)c(C(C)C)cc1C(=O)OC. As a reaction SMILES: [C:19](=[O:20])([O-:21])[O-:22].[CH2:25]([CH:26]=[CH2:27])[Br:28].[CH3:29][C:30]#[N:31].[K+:23].[K+:24].[OH:1][c:2]1[c:3]([C:4](=[O:5])[O:6][CH3:7])[cH:8][c:9]([CH:16]([CH3:17])[CH3:18])[c:10]([O:12][CH2:13][O:14][CH3:15])[cH:11]1>>[O:1]([c:2]1[c:3]([C:4](=[O:5])[O:6][CH3:7])[cH:8][c:9]([CH:16]([CH3:17])[CH3:18])[c:10]([O:12][CH2:13][O:14][CH3:15])[cH:11]1)[CH2:27][CH:26]=[CH2:25].